The task is: describe an organic reaction: reactants, conditions, products, and yield. This data is from the Open Reaction Database (ORD), a public repository of structured organic reaction records. Reactants: BrC1=C2C=CC(=NC2=CC(=C1O)C)C (5-bromo-2,7-dimethylquinolin-6-ol), O(S(=O)(=O)C(F)(F)F)S(=O)(=O)C(F)(F)F (Tf2O). Run in ClCCl (dichloromethane), N1=CC=CC=C1 (pyridine). Run at time 2 hour. Product: FC(S(=O)(=O)OC=1C(=C2C=CC(=NC2=CC1C)C)Br)(F)F (5-bromo-2,7-dimethylquinolin-6-yl trifluoromethanesulfonate). As a reaction SMILES: [Br:1][C:2]1[C:11]([OH:12])=[C:10]([CH3:13])[CH:9]=[C:8]2[C:3]=1[CH:4]=[CH:5][C:6]([CH3:14])=[N:7]2.[O:15](S(C(F)(F)F)(=O)=O)[S:16]([C:19]([F:22])([F:21])[F:20])(=O)=[O:17]>ClCCl.N1C=CC=CC=1>[F:20][C:19]([F:22])([F:21])[S:16]([O:12][C:11]1[C:2]([Br:1])=[C:3]2[C:8](=[CH:9][C:10]=1[CH3:13])[N:7]=[C:6]([CH3:14])[CH:5]=[CH:4]2)(=[O:17])=[O:15]. Procedure details: To a stirred solution of 5-bromo-2,7-dimethylquinolin-6-ol (1.04 g, 3.1 mmol) in dichloromethane (50 mL) and pyridine (10 mL) was added Tf2O (1.1 mL, 6.2 mmol) at 0° C. The mixture was stirred at room temperature for 2 hours, quenched with slowly addition of NaHCO3 solution at 0° C. The mixture was extracted with dichloromethane. The organic layer was washed with brine, dried and concentrated to give the desired product. Column purification gave pure product. LCMS-ESI+: calc'd for C12H9BrF3NO3S:... Starting materials: Cl.C(C1=CC=CC=C1)OC1=C(OCCN(C)C)C=CC=C1 (N-{2-[2-(Benzyloxy)phenoxy]ethyl}-N,N-dimethylamine, hydrochloride), C1(OCCO1)=O (ethylene carbonate), C([O-])([O-])=O.[K+].[K+] (potassium carbonate). The solvent is CN(C)C=O (DMF). Run at temperature 155 celsius. The product is CN(CCOC1=C(OCCO)C=CC=C1)C (2-{2-[2-(Dimethylamino)ethoxy]phenoxy}ethanol). Isolated yield 76.1%. As a reaction SMILES: Cl.[CH2:2]([O:9][C:10]1[CH:21]=[CH:20][CH:19]=[CH:18][C:11]=1[O:12][CH2:13][CH2:14][N:15]([CH3:17])[CH3:16])[C:3]1C=CC=CC=1.C1(=O)OCC[O:23]1.C(=O)([O-])[O-].[K+].[K+]>CN(C=O)C>[CH3:17][N:15]([CH3:16])[CH2:14][CH2:13][O:12][C:11]1[CH:18]=[CH:19][CH:20]=[CH:21][C:10]=1[O:9][CH2:2][CH2:3][OH:23] |f:0.1,3.4.5|. Reported procedure: To dry DMF (50 mL) was added 2-[2-(dimethylamino)ethoxy]phenol (from Step 1; 5.4 g, 28.0 mmol), ethylene carbonate (3.20 g, 36.4 mmol) and potassium carbonate (3.9 g, 28 mmol) and the mixture was heated at 155° C. for one hour 30 minutes. The solvent from the filtered solution was evaporated under reduced pressure and the resulting residue was dissolved in CHCl3 (50 mL) and filtered through a plug of silica (50 mm×50 mm) using CHCl3 (50 mL) followed by CHCl3/MeOH (95:5) as eluents. Solvents from... Reactants: N1=CC=CC=C1 (pyridine), C(C)(=O)OC(C)=O (acetic anhydride), C(C)(=O)N[C@@H](CSCC(C(CC\C(=C/CC\C(=C/CO)\C)\C)=O)C)C(=O)OC (methyl N-acetyl-3-[[(6Z,10Z)-12-hydroxy-2,6,10-trimethyl-3-oxo-6,10-dodecadienyl]thio]alaninate). Run in C(Cl)Cl (methylene chloride). Run at time 20 hour. Product: C(C)(=O)N[C@@H](CSCC(C(CC\C(=C/CC\C(=C/COC(C)=O)\C)\C)=O)C)C(=O)OC (methyl N-acetyl-3-[[(6Z,10Z)-12-acetoxy-2,6,10-trimethyl-3-oxo-6,10-dodecadienyl]thio]alaninate). Reaction SMILES: [C:1]([NH:4][C@H:5]([C:25]([O:27][CH3:28])=[O:26])[CH2:6][S:7][CH2:8][CH:9]([CH3:24])[C:10](=[O:23])[CH2:11][CH2:12]/[C:13](/[CH3:22])=[CH:14]\[CH2:15][CH2:16]/[C:17](/[CH3:21])=[CH:18]\[CH2:19][OH:20])(=[O:3])[CH3:2].N1C=CC=CC=1.[C:35](OC(=O)C)(=[O:37])[CH3:36]>C(Cl)Cl>[C:1]([NH:4][C@H:5]([C:25]([O:27][CH3:28])=[O:26])[CH2:6][S:7][CH2:8][CH:9]([CH3:24])[C:10](=[O:23])[CH2:11][CH2:12]/[C:13](/[CH3:22])=[CH:14]\[CH2:15][CH2:16]/[C:17](/[CH3:21])=[CH:18]\[CH2:19][O:20][C:35](=[O:37])[CH3:36])(=[O:3])[CH3:2]. Reported procedure: A solution of 3.5 g of methyl N-acetyl-3-[[(6Z,10Z)-12-hydroxy-2,6,10-trimethyl-3-oxo-6,10-dodecadienyl]thio]alaninate dissolved in 15 mil of methylene chloride is treated at 0° with 39 ml of pyridine and 30 ml of acetic anhydride. The solution is stirred at room temperature for 20 hours. After removing the solvent the residue is taken up three times in toluene and freed from solvent each time on a rotary evaporator. The crude product is chromatographed on silica gel with ether-methanol 50:1. Th... As a reaction SMILES: [CH3:38][N:39]([CH3:40])[CH:41]=[O:42].[Cl:1][CH2:2][Si:3]([CH2:4][CH2:5][c:6]1[c:7]2[c:8]([n:9][c:10]3[c:18]1[CH2:17][n:16]1[c:11]-3[cH:12][c:13]3[c:14]([c:15]1=[O:19])[CH2:20][O:21][C:22](=[O:27])[C:23]3([OH:24])[CH2:25][CH3:26])[cH:28][cH:29][cH:30][cH:31]2)([CH3:32])[CH3:33].[N-:35]=[N+:36]=[N-:37].[Na+:34]>>[CH2:2]([Si:3]([CH2:4][CH2:5][c:6]1[c:7]2[c:8]([n:9][c:10]3[c:18]1[CH2:17][n:16]1[c:11]-3[cH:12][c:13]3[c:14]([c:15]1=[O:19])[CH2:20][O:21][C:22](=[O:27])[C:23]3([OH:24])[CH2:25][CH3:26])[cH:28][cH:29][cH:30][cH:31]2)([CH3:32])[CH3:33])[N:35]=[N+:36]=[N-:37]. Product: CCC1(O)C(=O)OCc2c1cc1n(c2=O)Cc2c-1nc1ccccc1c2CC[Si](C)(C)CN=[N+]=[N-]. Starting materials: CN(C)C=O, CCC1(O)C(=O)OCc2c1cc1n(c2=O)Cc2c-1nc1ccccc1c2CC[Si](C)(C)CCl, [N-]=[N+]=[N-], [Na+]. The reactants are CC(C)COC(=O)Cl, CN1CCOCC1, CNOC, ClCCl, Cl, [Na+], O=C([O-])O, COC(C(=O)O)c1ccc(-n2nccn2)cc1. Product: COC(C(=O)N(C)OC)c1ccc(-n2nccn2)cc1. RXN SMILES: [CH2:25]([O:26][C:27]([Cl:28])=[O:29])[CH:30]([CH3:31])[CH3:32].[CH3:18][N:19]1[CH2:20][CH2:21][O:22][CH2:23][CH2:24]1.[CH3:33][NH:34][O:35][CH3:36].[Cl:43][CH2:44][Cl:45].[ClH:37].[Na+:42].[O-:38][C:39]([OH:40])=[O:41].[n:1]1[n:2](-[c:6]2[cH:7][cH:8][c:9]([CH:12]([C:13](=[O:14])[OH:15])[O:16][CH3:17])[cH:10][cH:11]2)[n:3][cH:4][cH:5]1>>[n:1]1[n:2](-[c:6]2[cH:7][cH:8][c:9]([CH:12]([C:13](=[O:15])[N:34]([CH3:33])[O:35][CH3:36])[O:16][CH3:17])[cH:10][cH:11]2)[n:3][cH:4][cH:5]1. The reactants are C[SiH2]O[Si](C)(C)C (tetramethyldisiloxane), C1(=CC=CC=C1)C (toluene), Si—H, CC(C)=C (isobutylene), C[SiH2]O[Si](C)(C)C (tetramethyldisiloxane). The reagents and catalysts are C1=CC=C(C=C1)P(C2=CC=CC=C2)C3=CC=CC=C3.C1=CC=C(C=C1)P(C2=CC=CC=C2)C3=CC=CC=C3.C1=CC=C(C=C1)P(C2=CC=CC=C2)C3=CC=CC=C3.[Cl-].[Rh] (Wilkinson's catalyst). Run at temperature 65 celsius. Yields the product CC(C[Si](O[SiH](C)C)(C)C)C (1-(2-methylpropyl)-1,1,3,3-tetramethyldisiloxane). RXN SMILES: [CH3:1][SiH2:2][O:3][Si:4]([CH3:7])([CH3:6])[CH3:5].[CH3:8][C:9](=C)[CH3:10].[C:12]1(C)C=CC=CC=1>C1C=CC(P(C2C=CC=CC=2)C2C=CC=CC=2)=CC=1.C1C=CC(P(C2C=CC=CC=2)C2C=CC=CC=2)=CC=1.C1C=CC(P(C2C=CC=CC=2)C2C=CC=CC=2)=CC=1.[Cl-].[Rh]>[CH3:8][CH:9]([CH3:10])[CH2:5][Si:4]([CH3:7])([CH3:6])[O:3][SiH:2]([CH3:12])[CH3:1] |f:3.4.5.6.7|. Procedure details: An 80 mL Fischer-Porter high pressure bottle was charged with tetramethyldisiloxane (10.0 g), toluene (10.0 g) and Wilkinson's catalyst ((PPh3)3RhCl, 40 ppm), stirred and brought to 60° C. The bottle was attached to a manifold and pressurized with isobutylene (25 psig) and maintained at 60-70° C. for 8 h. The pressure was vented, and the reaction was sampled for GC analysis; found residual tetramethyldisiloxane, M′MR product and MRMR byproduct (2:95:3). The resulting material was stripped under ... The reactants are CC1(CN(CCC1)C(=O)C1CC(N(C1C1=CC=CC=C1)C(CNC(=O)NC1=CC(=CC=C1)C(=O)OCC)=O)C(=O)OC(C)(C)C)C (tert-butyl (2RS,4SR,5SR)-4-(3,3-dimethylpiperidinocarbonyl)-1-{2-[3-(3-(ethoxycarbonyl)phenyl]ureido]acetyl}-5-phenylpyrrolidine-2-carboxylate), [OH-].[K+] (potassium hydroxide). Solvent: O (water), CO (methanol). Product: C(C)(C)(C)OC(=O)C1N(C(C(C1)C(=O)N1CC(CCC1)(C)C)C1=CC=CC=C1)C(CNC(NC=1C=C(C(=O)O)C=CC1)=O)=O ((2RS,4SR,5SR)-3-{3-[2-(2-tert-butoxycarbonyl-4-(3,3-dimethylpiperidinocarbonyl)-5-phenyl-1-pyrrolidinyl)-2-oxoethyl]ureido}benzoic acid). Yield: 52.8%. Reaction SMILES: [CH3:1][C:2]1([CH3:46])[CH2:7][CH2:6][CH2:5][N:4]([C:8]([CH:10]2[CH:14]([C:15]3[CH:20]=[CH:19][CH:18]=[CH:17][CH:16]=3)[N:13]([C:21](=[O:38])[CH2:22][NH:23][C:24]([NH:26][C:27]3[CH:32]=[CH:31][CH:30]=[C:29]([C:33]([O:35]CC)=[O:34])[CH:28]=3)=[O:25])[CH:12]([C:39]([O:41][C:42]([CH3:45])([CH3:44])[CH3:43])=[O:40])[CH2:11]2)=[O:9])[CH2:3]1.[OH-].[K+]>O.CO>[C:42]([O:41][C:39]([CH:12]1[CH2:11][CH:10]([C:8]([N:4]2[CH2:5][CH2:6][CH2:7][C:2]([CH3:46])([CH3:1])[CH2:3]2)=[O:9])[CH:14]([C:15]2[CH:16]=[CH:17][CH:18]=[CH:19][CH:20]=2)[N:13]1[C:21](=[O:38])[CH2:22][NH:23][C:24](=[O:25])[NH:26][C:27]1[CH:28]=[C:29]([CH:30]=[CH:31][CH:32]=1)[C:33]([OH:35])=[O:34])=[O:40])([CH3:43])([CH3:44])[CH3:45] |f:1.2|. Reported procedure: A The reaction is carried out in a way analogous to that described in Example 3, but from 2.3 g of tert-butyl (2RS,4SR,5SR)-4-(3,3-dimethylpiperidinocarbonyl)-1-{2-[3-(3-(ethoxycarbonyl)phenyl]ureido]acetyl}-5-phenylpyrrolidine-2-carboxylate and 0.2 g of potassium hydroxide in a mixture of 20 cm3 of distilled water and 50 cm3 of methanol. After treatment, there are obtained 1.16 g of (2RS,4SR,5SR)-3-{3-[2-(2-tert-butoxycarbonyl-4-(3,3-dimethylpiperidinocarbonyl)-5-phenyl-1-pyrrolidinyl)-2-oxoeth... Yields the product COC(=O)C1(CCCCCC1)NC(C1=CC(=C(C=C1)OC)OCCC1=C(C=CC(=C1)C)F)=O (1-{3-[2-(2-Fluoro-5-methyl-phenyl)-ethoxy]-4-methoxy-benzoylamino}-cycloheptanecarboxylic acid methyl ester). Yield: 37.3%. Reported procedure: The compound of step 2 (285 mg, 0.937 mmol) was dissolved in an excess of thionyl chloride (0.7 ml) and stirred for 20 min at 60° C. The solution was evaporated to dryness in vacuo. The residue was dissolved in a little DCM and added to a well-stirred mixture of 1-amino-cycloheptanecarboxylic acid methyl ester hydrochloride (195 mg, 0.937 mmol), EA and an excess of a saturated aqueous sodium hydrogencarbonate solution. The mixture was stirred for 30 min at room temperature. The layers were separ... Reaction SMILES: [F:1][C:2]1[CH:7]=[CH:6][C:5]([CH3:8])=[CH:4][C:3]=1[CH2:9][CH2:10][O:11][C:12]1[CH:13]=[C:14]([CH:18]=[CH:19][C:20]=1[O:21][CH3:22])[C:15]([OH:17])=O.S(Cl)(Cl)=O.Cl.[CH3:28][O:29][C:30]([C:32]1([NH2:39])[CH2:38][CH2:37][CH2:36][CH2:35][CH2:34][CH2:33]1)=[O:31].C(=O)([O-])O.[Na+]>CC(=O)OCC>[CH3:28][O:29][C:30]([C:32]1([NH:39][C:15](=[O:17])[C:14]2[CH:18]=[CH:19][C:20]([O:21][CH3:22])=[C:12]([O:11][CH2:10][CH2:9][C:3]3[CH:4]=[C:5]([CH3:8])[CH:6]=[CH:7][C:2]=3[F:1])[CH:13]=2)[CH2:33][CH2:34][CH2:35][CH2:36][CH2:37][CH2:38]1)=[O:31] |f:2.3,4.5|. Reaction conditions: temperature 60 celsius, time 20 minute. The reactants are C(O)([O-])=O.[Na+] (sodium hydrogencarbonate), FC1=C(C=C(C=C1)C)CCOC=1C=C(C(=O)O)C=CC1OC (3-[2-(2-Fluoro-5-methyl-phenyl)-ethoxy]-4-methoxy-benzoic acid), S(=O)(Cl)Cl (thionyl chloride), Cl.COC(=O)C1(CCCCCC1)N (1-amino-cycloheptanecarboxylic acid methyl ester hydrochloride). The solvent is CC(OCC)=O (EA). Reactants: CCOC(=O)CBr, CC(C)=CCOc1ccc(C(=O)C=Cc2ccc(C(C)(C)C)cc2)c(O)c1, CC(C)=O, [K+], [OH-]. The product is CCOC(=O)COc1cc(OCC=C(C)C)ccc1C(=O)C=Cc1ccc(C(C)(C)C)cc1. As a reaction SMILES: [Br:30][CH2:31][C:32](=[O:33])[O:34][CH2:35][CH3:36].[C:1]([CH3:2])([CH3:3])([CH3:4])[c:5]1[cH:6][cH:7][c:8]([CH:11]=[CH:12][C:13](=[O:14])[c:15]2[c:16]([OH:27])[cH:17][c:18]([O:21][CH2:22][CH:23]=[C:24]([CH3:25])[CH3:26])[cH:19][cH:20]2)[cH:9][cH:10]1.[CH3:37][C:38](=[O:39])[CH3:40].[K+:29].[OH-:28]>>[C:1]([CH3:2])([CH3:3])([CH3:4])[c:5]1[cH:6][cH:7][c:8]([CH:11]=[CH:12][C:13](=[O:14])[c:15]2[c:16]([O:27][CH2:31][C:32](=[O:33])[O:34][CH2:35][CH3:36])[cH:17][c:18]([O:21][CH2:22][CH:23]=[C:24]([CH3:25])[CH3:26])[cH:19][cH:20]2)[cH:9][cH:10]1. Reactants: O1C=C[C@@H](O)[C@H](O)[C@H]1CO (D-glucal), O1C=C[C@@H](O)[C@H](O)[C@H]1CO (D-glucal), II (I2), CCCC[Sn](CCCC)(CCCC)O[Sn](CCCC)(CCCC)CCCC (bis(tributyltin)oxide), C(C)#N (Acetonitrile), iodo. Solvent: C1(=CC=CC=C1)C.CC(=O)C (toluene Acetone), CCOC(=O)C (EtOAc). Run at temperature 5 celsius, time 3 hour. Product: I[C@H]1[C@H]2O[C@@H]([C@H]([C@@H]1O)O)CO2 (1,6-anhydro-2-deoxy-2-iodo-β-D-glucopyranose). RXN SMILES: [O:1]1[C@H:8]([CH2:9][OH:10])[C@@H:6]([OH:7])[C@H:4]([OH:5])[CH:3]=[CH:2]1.CCCC[Sn](O[Sn](CCCC)(CCCC)CCCC)(CCCC)CCCC.C(#N)C.[I:41]I>CCOC(C)=O.C1(C)C=CC=CC=1.CC(C)=O>[I:41][C@@H:3]1[C@@H:4]([OH:5])[C@H:6]([OH:7])[C@H:8]2[CH2:9][O:10][C@@H:2]1[O:1]2 |f:5.6|. Procedure details: The de-acetylated syrupy D-glucal IntA1 from step 1 (53.7 g, based on quantitative yield, 367 mmol) is treated with bis(tributyltin)oxide (175 g, 150 mL, 294 mmol, 0.8 eq) and activated powdered 3 A molecular sieves [150 g] in refluxing dry Acetonitrile [3.5 L] for 16 hours. Next morning, the mixture is cooled to 5° C. under N2 and I2 [140 g, 551 mmol] is added in one portion. The dark brown mixture is stirred for 15 nm minutes 5° C., then for 3 hours at room temperature. TLC (either 1/1:toluene...